From a dataset of the Open Reaction Database (ORD), a public repository of structured organic reaction records. describe an organic reaction: reactants, conditions, products, and yield Starting materials: NC1=CC(=C(C(=O)NC2=CC=C3C=NNC3=C2)C=C1N)Cl (4,5-Diamino-2-chloro-N-(1H-indazol-6-yl)benzamide), N(=C=S)[C@@H]1[C@H]2CC[C@@H](C1)C2 ((1S,2S,4R)-2-Isothiocyanato-bicyclo[2.2.1]heptane). The solvent is C(CCl)Cl (EDC). Product: N1N=CC2=CC=C(C=C12)NC(=O)C1=CC2=C(NC=N2)C=C1Cl (6-chloro-1H-benzoimidazole-5-carboxylic acid (1H-indazol-6-yl)amide). Reaction SMILES: [NH2:1][C:2]1[C:19]([NH2:20])=[CH:18][C:5]([C:6]([NH:8][C:9]2[CH:17]=[C:16]3[C:12]([CH:13]=[N:14][NH:15]3)=[CH:11][CH:10]=2)=[O:7])=[C:4]([Cl:21])[CH:3]=1.N([C@H]1C[C@H]2C[C@@H]1CC2)=[C:23]=S>C(Cl)CCl>[NH:15]1[C:16]2[C:12](=[CH:11][CH:10]=[C:9]([NH:8][C:6]([C:5]3[C:4]([Cl:21])=[CH:3][C:2]4[NH:1][CH:23]=[N:20][C:19]=4[CH:18]=3)=[O:7])[CH:17]=2)[CH:13]=[N:14]1. Reported procedure: 4,5-Diamino-2-chloro-N-(1H-indazol-6-yl)benzamide (0.3 mmol; see Example 171) was reacted with (1S,2S,4R)-2-Isothiocyanato-bicyclo[2.2.1]heptane (0.3 mmol) followed by cyclization in situ using EDC as described in general procedure B to provide 2-((1S,2S,4R))-bicyclo[2.2.1]hept-2-ylamino)-6-chloro-1H-benzoimidazole-5-carboxylic acid (1H-indazol-6-yl)amide. MS: m/z 421 (M+H)+.